This data is from the Open Reaction Database (ORD), a public repository of structured organic reaction records. The task is: describe an organic reaction: reactants, conditions, products, and yield The reagents and catalysts are [Cu] (copper). Reaction SMILES: [SH:1][C:2]1[CH:9]=[CH:8][CH:7]=[CH:6][C:3]=1[CH2:4][OH:5].I[C:11]1[CH:12]=[C:13]([CH:17]=[CH:18][C:19]=1[OH:20])[C:14]([OH:16])=[O:15].[OH-].[K+]>O.[Cu]>[OH:5][CH2:4][C:3]1[CH:6]=[CH:7][CH:8]=[CH:9][C:2]=1[S:1][C:11]1[CH:12]=[C:13]([CH:17]=[CH:18][C:19]=1[OH:20])[C:14]([OH:16])=[O:15] |f:2.3|. Solvent: O (water), O (water). Procedure: A mixture of 25 gm o-mercaptobenzyl alcohol (0.18 mole), 39.6 gm 3-iodo-4-hydroxy benzoic acid (0.15 mole), 11.43 g copper powder (0.18 mole), 70 cc 40% aqueous potassium hydroxide solution (0.5 mole) and 300 cc water was placed under nitrogen atmosphere and stirred under reflux for 18 hours. After cooling the mixture was diluted with 400 cc of water and extracted twice with 100 cc of ethyl acetate to remove neutral products. The aqueous fraction was filtered and the filtrate acidified with conc... Reactants: SC1=C(CO)C=CC=C1 (o-mercaptobenzyl alcohol), IC=1C=C(C(=O)O)C=CC1O (3-iodo-4-hydroxy benzoic acid), [OH-].[K+] (potassium hydroxide). Product: OCC1=C(C=CC=C1)SC=1C=C(C(=O)O)C=CC1O (3-(o-(Hydroxymethyl)phenylthio)-4-hydroxybenzoic acid). The reactants are CCO, Cc1ccc(O)c([N+](=O)[O-])n1. Yields the product Cc1ccc(O)c(N)n1. RXN SMILES: [CH3:12][CH2:13][OH:14].[OH:1][c:2]1[c:3]([N+:9]([O-:10])=[O:11])[n:4][c:5]([CH3:8])[cH:6][cH:7]1>>[OH:1][c:2]1[c:3]([NH2:9])[n:4][c:5]([CH3:8])[cH:6][cH:7]1. Yields the product ClC1=C(C2=CC=CC=C2C=C1)OP(=O)=N[C@H](C(=O)OC1CCCC1)C ((2S)-cyclopentyl 2-(chloro(naphthalen-1-yloxy)-phosphorylamino)propanoate). Reaction SMILES: S(C1C=CC(C)=CC=1)([O-])(=O)=O.[NH2:12][C@@H:13]([CH3:22])[C:14]([O:16][CH:17]1[CH2:21][CH2:20][CH2:19][CH2:18]1)=[O:15].[P:23](Cl)(Cl)(=[O:35])[O:24][C:25]1[C:34]2[C:29](=[CH:30][CH:31]=[CH:32][CH:33]=2)[CH:28]=[CH:27][CH:26]=1.C(Cl)[Cl:39]>>[Cl:39][C:26]1[CH:27]=[CH:28][C:29]2[C:34](=[CH:33][CH:32]=[CH:31][CH:30]=2)[C:25]=1[O:24][P:23](=[N:12][C@@H:13]([CH3:22])[C:14]([O:16][CH:17]1[CH2:21][CH2:20][CH2:19][CH2:18]1)=[O:15])=[O:35]. Yield: 65.0%. Procedure: Using the general procedure for synthesizing naphthyl (amino acid ester) phosphorochloridates the tosylate salt of (S)-cyclopentyl 2-aminopropanoate (4.00 g, 12.14 mmol), naphthalen-1-yl phosphorodichloridate (3.17 g, 12.14 mmol) and TEA (1.60 mL, 24.28 mmol) in 30 mL of dry DCM, were combined to give (2S)-cyclopentyl 2-(chloro(naphthalen-1-yloxy)-phosphorylamino)propanoate in 65% yield (3.01 g), as a clear, yellow, thick oil. Reactants: S(=O)(=O)([O-])C1=CC=C(C)C=C1 (tosylate), N[C@H](C(=O)OC1CCCC1)C ((S)-cyclopentyl 2-aminopropanoate), P(OC1=CC=CC2=CC=CC=C12)(=O)(Cl)Cl (naphthalen-1-yl phosphorodichloridate), TEA, C(Cl)Cl (DCM). Reactants: CS(C)=O, CCN(C(C)C)C(C)C, O=C1NC(=O)C(Cc2ccc(OCC(O)c3cccc(Cl)c3)cc2)S1, ClCCl, [Na+], O=C([O-])O. Yields the product O=C1NC(=O)C(Cc2ccc(OCC(=O)c3cccc(Cl)c3)cc2)S1. As a reaction SMILES: [CH3:26][S:27](=[O:28])[CH3:29].[CH:30]([N:31]([CH2:32][CH3:33])[CH:34]([CH3:35])[CH3:36])([CH3:37])[CH3:38].[Cl:1][c:2]1[cH:3][c:4]([CH:8]([CH2:9][O:10][c:11]2[cH:12][cH:13][c:14]([CH2:15][CH:16]3[C:17](=[O:22])[NH:18][C:19](=[O:21])[S:20]3)[cH:23][cH:24]2)[OH:25])[cH:5][cH:6][cH:7]1.[Cl:44][CH2:45][Cl:46].[Na+:43].[O-:39][C:40]([OH:41])=[O:42]>>[Cl:1][c:2]1[cH:3][c:4]([C:8]([CH2:9][O:10][c:11]2[cH:12][cH:13][c:14]([CH2:15][CH:16]3[C:17](=[O:22])[NH:18][C:19](=[O:21])[S:20]3)[cH:23][cH:24]2)=[O:25])[cH:5][cH:6][cH:7]1. The reactants are C(C)(C)(C)OC(N[C@@H](C)C1=CC=C(C=C1)[C@H](CNC(C)(C)C)O)=O (tert-butyl((1S)-1-{4-[(1R)-2-(tert-butylamino)-1-hydroxyethyl]phenyl}ethyl)carbamate), FC(C(=O)O)(F)F (trifluoroacetic acid). Solvent: C(Cl)(Cl)Cl (chloroform). Reaction conditions: time 1 hour. Yields the product N[C@@H](C)C1=CC=C(C=C1)[C@H](CNC(C)(C)C)O ((1R)-1-{4-[(1S)-1-aminoethyl]phenyl}-2-(tert-butylamino)ethanol). Yield: 100.4%. Reaction SMILES: C(OC(=O)[NH:7][C@H:8]([C:10]1[CH:15]=[CH:14][C:13]([C@@H:16]([OH:23])[CH2:17][NH:18][C:19]([CH3:22])([CH3:21])[CH3:20])=[CH:12][CH:11]=1)[CH3:9])(C)(C)C.FC(F)(F)C(O)=O>C(Cl)(Cl)Cl>[NH2:7][C@H:8]([C:10]1[CH:15]=[CH:14][C:13]([C@@H:16]([OH:23])[CH2:17][NH:18][C:19]([CH3:22])([CH3:21])[CH3:20])=[CH:12][CH:11]=1)[CH3:9]. Procedure: 78 mg of the compound [6-1] was dissolved in 2 mL of chloroform, then 2 mL of trifluoroacetic acid was added thereto, and the mixture was stirred for 1 hour at room temperature. The reaction mixture was concentrated under reduced pressure, dissolved in methanol, and passed through a weak ion exchange resin to remove the trifluoroacetic acid. The solvent was distilled off to obtain 55 mg of (1R)-1-{4-[(1S)-1-aminoethyl]phenyl}-2-(tert-butylamino)ethanol [11-3] as a white solid. The compound [11-3... The reactants are C(C1=CC=CC=C1)O[C@@H]1C(O[C@H]([C@@H]([C@H]1OCC1=CC=CC=C1)OCC1=CC=CC=C1)C1=CC(=C(C=C1)Cl)CC1=CC=C(C=C1)OCC)(C)CO ({(3S,4R,5S,6S)-3,4,5-tris-benzyloxy-6-[4-chloro-3-(4-ethoxy-benzyl)-phenyl]-2-methyl-tetrahydro-pyran-2-yl}-methanol). Reagents/catalysts: Cl (HCl), [Pd] (Pd/C). Run in CO (methanol). Reaction conditions: time 18 hour. The product is ClC1=C(C=C(C=C1)[C@H]1[C@@H]([C@H]([C@@H](C(O1)(C)CO)O)O)O)CC1=CC=C(C=C1)OCC ((3S,4R,5R,6S)-6-[4-chloro-3-(4-ethoxy-benzyl)-phenyl]-2-hydroxymethyl-2-methyl-tetrahydro-pyran-3,4,5-triol). Isolated yield 39.4%. Reaction SMILES: C([O:8][C@H:9]1[C@H:14]([O:15]CC2C=CC=CC=2)[C@@H:13]([O:23]CC2C=CC=CC=2)[C@H:12]([C:31]2[CH:36]=[CH:35][C:34]([Cl:37])=[C:33]([CH2:38][C:39]3[CH:44]=[CH:43][C:42]([O:45][CH2:46][CH3:47])=[CH:41][CH:40]=3)[CH:32]=2)[O:11][C:10]1([CH2:49][OH:50])[CH3:48])C1C=CC=CC=1>CO.Cl.[Pd]>[Cl:37][C:34]1[CH:35]=[CH:36][C:31]([C@@H:12]2[O:11][C:10]([CH2:49][OH:50])([CH3:48])[C@@H:9]([OH:8])[C@H:14]([OH:15])[C@H:13]2[OH:23])=[CH:32][C:33]=1[CH2:38][C:39]1[CH:40]=[CH:41][C:42]([O:45][CH2:46][CH3:47])=[CH:43][CH:44]=1. Reported procedure: To a stirred solution of {(3S,4R,5S,6S)-3,4,5-tris-benzyloxy-6-[4-chloro-3-(4-ethoxy-benzyl)-phenyl]-2-methyl-tetrahydro-pyran-2-yl}-methanol (150 mg, 0.21 mmol) in methanol (10 mL) was added 10% Pd/C (70 mg) and 2 drops of conc. HCl. The reaction mixture was stirred under hydrogen atmosphere (balloon pressure) at room temperature for 18 hours. The reaction mixture was filtered through cetlie bed, washed with methanol, filtrate was concentrated and purified by preparative chiral HPLC to furnish ...